Dataset: the Open Reaction Database (ORD), a public repository of structured organic reaction records. Task: describe an organic reaction: reactants, conditions, products, and yield The product is ClC1=CC=C(C=CC(=O)NCCC2=CC=C(OC(C(=O)O)(C)C)C=C2)C=C1 (2-{4-[2-(4-Chlorocinnamoylamino)-ethyl]-phenoxy}-2-methyl-propionic acid). Reactants: N(C(=O)C)CCC1=CC=C(OC(C(=O)OCC)(C)C)C=C1 (ethyl 2-[4-(2-acetaminoethyl)-phenoxy]-2-methylpropionate), Cl (hydrogen chloride), Cl (hydrochloric acid), C(C)O (ethanol), [OH-].[K+] (potassium hydroxide). Solvent: O (water). RXN SMILES: [NH:1]([CH2:5][CH2:6][C:7]1[CH:21]=[CH:20][C:10]([O:11][C:12]([CH3:19])([CH3:18])[C:13]([O:15]CC)=[O:14])=[CH:9][CH:8]=1)[C:2]([CH3:4])=[O:3].[CH2:22](O)[CH3:23].[OH-].[K+].[ClH:27]>O>[Cl:27][C:23]1[CH:22]=[CH:8][C:7]([CH:21]=[CH:4][C:2]([NH:1][CH2:5][CH2:6][C:7]2[CH:8]=[CH:9][C:10]([O:11][C:12]([CH3:18])([CH3:19])[C:13]([OH:15])=[O:14])=[CH:20][CH:21]=2)=[O:3])=[CH:6][CH:5]=1 |f:2.3|. Reported procedure: A solution of 119.1 g. (0.407 mol) ethyl 2-[4-(2-acetaminoethyl)-phenoxy]-2-methylpropionate in 750 ml. ethanol is mixed with a solution of 224.4 g. (4.00 mol) potassium hydroxide in 800 ml. water and heated under reflux for 8 hours. While cooling, there are then added exactly 4.00 mol hydrogen chloride (for example, in the form of 2 N hydrochloric acid), cooling is intensified and, after some time, the crystals which separate out are filtered off with suction. These are washed with water and dr... Starting materials: NC1=C2N=CN(C2=NC(=N1)OCCC1=CC=C(C=C1)Cl)[C@H]1[C@H](OC(C)(C)C)[C@H](OC(C)(C)C)[C@H](O1)C(OC(C)(C)C)(C)C (6-amino-2-[2-(4-chlorophenyl)ethoxy]-9-(2,3,5-tri-O-tert-butyldimethyl-β-D-ribofuranosyl)purine), [F-].[NH4+] (ammonium fluoride). Run in CO (methanol). The product is ClC1=CC=C(C=C1)CCOC=1N=C(C=2N=CN([C@H]3[C@H](O)[C@H](O)[C@@H](CO)O3)C2N1)N (2-[2-(4-chlorophenyl)ethoxy]-adenosine). The yield is 59.9%. As a reaction SMILES: [NH2:1][C:2]1[N:10]=[C:9]([O:11][CH2:12][CH2:13][C:14]2[CH:19]=[CH:18][C:17]([Cl:20])=[CH:16][CH:15]=2)[N:8]=[C:7]2[C:3]=1[N:4]=[CH:5][N:6]2[C@@H:21]1[O:35][C@H:34]([C:36](C)(C)[O:37]C(C)(C)C)[C@@H:28]([O:29]C(C)(C)C)[C@H:22]1[O:23]C(C)(C)C.[F-].[NH4+]>CO>[Cl:20][C:17]1[CH:16]=[CH:15][C:14]([CH2:13][CH2:12][O:11][C:9]2[N:10]=[C:2]([NH2:1])[C:3]3[N:4]=[CH:5][N:6]([C:7]=3[N:8]=2)[C@@H:21]2[O:35][C@H:34]([CH2:36][OH:37])[C@@H:28]([OH:29])[C@H:22]2[OH:23])=[CH:19][CH:18]=1 |f:1.2|. Procedure: To a solution of 3438.4 g (4.51 mol) of 6-amino-2-[2-(4-chlorophenyl)ethoxy]-9-(2,3,5-tri-O-tert-butyldimethyl-β-D-ribofuranosyl)purine in 48.4 L of methanol was added 1.679 g (45.32 mol) of ammonium fluoride. The solution was heated to reflux and monitored by HPLC to determine completion. The reaction was allowed to cool to room temperature and the solvent was concentrated under reduced pressure. The reaction mixture was partitioned between water (17.3 L) and ethyl acetate (17.3 L). The aqueous... Yields the product CCC(=O)N(c1ccccc1)C1(COC)CCN(C(C)C(O)c2ccccc2)CC1. Reaction SMILES: [BH4-:31].[C:1]([c:2]1[cH:3][cH:4][cH:5][cH:6][cH:7]1)(=[O:8])[CH:9]([CH3:10])[N:11]1[CH2:12][CH2:13][C:14]([CH2:17][O:18][CH3:19])([N:20]([C:21]([CH2:22][CH3:23])=[O:24])[c:25]2[cH:26][cH:27][cH:28][cH:29][cH:30]2)[CH2:15][CH2:16]1.[CH3:33][OH:34].[Na+:32]>>[CH:1]([c:2]1[cH:3][cH:4][cH:5][cH:6][cH:7]1)([OH:8])[CH:9]([CH3:10])[N:11]1[CH2:12][CH2:13][C:14]([CH2:17][O:18][CH3:19])([N:20]([C:21]([CH2:22][CH3:23])=[O:24])[c:25]2[cH:26][cH:27][cH:28][cH:29][cH:30]2)[CH2:15][CH2:16]1. The reactants are [BH4-], CCC(=O)N(c1ccccc1)C1(COC)CCN(C(C)C(=O)c2ccccc2)CC1, CO, [Na+]. Starting materials: Cc1ccc2cccc(OCc3c(Cl)ccc(N(C)C(=O)CNC(=O)C=Cc4ccc(C(=O)O)cc4)c3Cl)c2n1, CCN, CCN=C=NCCCN(C)C, CN(C)C=O, Cl, O, On1nnc2ccccc21. Product: CCNC(=O)c1ccc(C=CC(=O)NCC(=O)N(C)c2ccc(Cl)c(COc3cccc4ccc(C)nc34)c2Cl)cc1. RXN SMILES: [C:1](=[O:2])([OH:3])[c:4]1[cH:5][cH:6][c:7]([CH:8]=[CH:9][C:10](=[O:11])[NH:12][CH2:13][C:14](=[O:15])[N:16]([CH3:17])[c:18]2[c:19]([Cl:38])[c:20]([CH2:21][O:22][c:23]3[cH:24][cH:25][cH:26][c:27]4[cH:28][cH:29][c:30]([CH3:33])[n:31][c:32]34)[c:34]([Cl:37])[cH:35][cH:36]2)[cH:39][cH:40]1.[CH2:42]([CH3:43])[NH2:44].[CH2:45]([N:46]=[C:47]=[N:48][CH2:49][CH2:50][CH2:51][N:52]([CH3:53])[CH3:54])[CH3:55].[CH3:67][N:68]([CH3:69])[CH:70]=[O:71].[ClH:41].[OH2:66].[OH:56][n:57]1[c:58]2[cH:59][cH:60][cH:61][cH:62][c:63]2[n:64][n:65]1>>[C:1](=[O:3])([c:4]1[cH:5][cH:6][c:7]([CH:8]=[CH:9][C:10](=[O:11])[NH:12][CH2:13][C:14](=[O:15])[N:16]([CH3:17])[c:18]2[c:19]([Cl:38])[c:20]([CH2:21][O:22][c:23]3[cH:24][cH:25][cH:26][c:27]4[cH:28][cH:29][c:30]([CH3:33])[n:31][c:32]34)[c:34]([Cl:37])[cH:35][cH:36]2)[cH:39][cH:40]1)[NH:44][CH2:42][CH3:43]. Starting materials: FC(S(=O)(=O)OC1=C2C(=NC(=C1C=O)C)N(CC2)C)(F)F (5-Formyl-1,6-dimethyl-2,3-dihydro-1H-pyrrolo[2,3-b]pyridin-4-yl trifluoromethanesulfonate), SeO2, OO (H2O2), C(=O)(O)[O-].[Na+] (NaHCO3). Run in ClCCl (dichloromethane). Conditions: time 16 hour. Yields the product C(=O)OC=1C(=C2C(=NC1C)N(CC2)C)OS(=O)(=O)C(F)(F)F (1,6-Dimethyl-4-(trifluoromethylsulfonyloxy)-2,3-dihydro-1H-pyrrolo[2,3-b]pyridin-5-yl formate). As a reaction SMILES: [F:1][C:2]([F:21])([F:20])[S:3]([O:6][C:7]1[C:12](C=O)=[C:11]([CH3:15])[N:10]=[C:9]2[N:16]([CH3:19])[CH2:17][CH2:18][C:8]=12)(=[O:5])=[O:4].OO.[C:24]([O-])([OH:26])=[O:25].[Na+]>ClCCl>[CH:24]([O:26][C:12]1[C:7]([O:6][S:3]([C:2]([F:21])([F:1])[F:20])(=[O:5])=[O:4])=[C:8]2[CH2:18][CH2:17][N:16]([CH3:19])[C:9]2=[N:10][C:11]=1[CH3:15])=[O:25] |f:2.3|. Reported procedure: To a solution of 80 mg (0.24 mmol) of aldehyde 31 in 3 mL of dichloromethane was added 1 mg (0.09 mmol) of SeO2 and 1.5 mL of H2O2 (30% in H2O). The reaction mixture was stirred at room temperature for 16 h then cooled to 0° C., 12 mL of 5% of NaHCO3 was added slowly. The mixture was stirred for additional 20 min then extracted with three portions of 15 mL of ethyl acetate. The combined organic layer was washed with brine and dried over Na2SO4. After solvent was removed, the residue was purified... The reactants are FC(C=1C=C(C=C(C1)C(F)(F)F)C1=NN(C=N1)\C=C/C(=O)N1CC2(CN(C2)C(=O)OC(C)(C)C)CC1)(F)F ((Z)-tert-Butyl 6-(3-(3-(3,5-bis(trifluoromethyl)phenyl)-1H-1,2,4-triazol-1-yl)acryloyl)-2,6-diazaspiro[3.4]octane-2-carboxylate), C(=O)(C(F)(F)F)O (CF3COOH). Solvent: C(Cl)Cl (DCM). Run at temperature 0 celsius, time 4 hour. Product: FC(C(=O)O)(F)F.FC(C=1C=C(C=C(C1)C(F)(F)F)C1=NN(C=N1)\C=C/C(=O)N1CC2(CNC2)CC1)(F)F ((Z)-3-(3-(3,5-bis(trifluoromethyl)phenyl)-1H-1,2,4-triazol-1-yl)-1-(2,6-diazaspiro[3.4]octan-6-yl)prop-2-en-1-one 2,2,2-trifluoroacetate). The yield is 95.0%. Reaction SMILES: [F:1][C:2]([F:38])([F:37])[C:3]1[CH:4]=[C:5]([C:13]2[N:17]=[CH:16][N:15](/[CH:18]=[CH:19]\[C:20]([N:22]3[CH2:36][CH2:35][C:24]4([CH2:27][N:26](C(OC(C)(C)C)=O)[CH2:25]4)[CH2:23]3)=[O:21])[N:14]=2)[CH:6]=[C:7]([C:9]([F:12])([F:11])[F:10])[CH:8]=1.[C:39]([OH:45])([C:41]([F:44])([F:43])[F:42])=[O:40]>C(Cl)Cl>[F:42][C:41]([F:44])([F:43])[C:39]([OH:45])=[O:40].[F:12][C:9]([F:10])([F:11])[C:7]1[CH:6]=[C:5]([C:13]2[N:17]=[CH:16][N:15](/[CH:18]=[CH:19]\[C:20]([N:22]3[CH2:36][CH2:35][C:24]4([CH2:25][NH:26][CH2:27]4)[CH2:23]3)=[O:21])[N:14]=2)[CH:4]=[C:3]([C:2]([F:1])([F:38])[F:37])[CH:8]=1 |f:3.4|. Reported procedure: (Z)-tert-Butyl 6-(3-(3-(3,5-bis(trifluoromethyl)phenyl)-1H-1,2,4-triazol-1-yl)acryloyl)-2,6-diazaspiro[3.4]octane-2-carboxylate (0.05 g) was dissolved in DCM (20 mL), cooled to 0° C. and CF3COOH (0.5 mL) was added. The reaction mixture was stirred at room temperature for 4 h, concentrated under reduced pressure (35° C., 20 mmHg) to give (Z)-3-(3-(3,5-bis(trifluoromethyl)phenyl)-1H-1,2,4-triazol-1-yl)-1-(2,6-diazaspiro[3.4]octan-6-yl)prop-2-en-1-one 2,2,2-trifluoroacetate (0.03 g, 95% yield). 1H ... Reactants: C(C)(=O)O[BH-](OC(C)=O)OC(C)=O.[Na+] (Sodium triacetoxyborohydride), Cl.COC(CCCC(C)C1=CN=C(S1)NC([C@H](CCC)N)=O)(C)C (2-(S)-amino-pentanoic acid [5-(5-methoxy-1,5-dimethyl-hexyl)-thiazol-2-yl]-amide HCl salt), C1C(CCC2=CC=CC=C12)=O (2-tetralone). Solvent: ClC(C)Cl (dichloroethane). Run at time 8 hour. Yields the product COC(CCCC(C)C1=CN=C(S1)NC([C@H](CCC)NC1CC2=CC=CC=C2CC1)=O)(C)C (2-(S)-(1,2,3,4-tetrahydro-naphthalen-2-ylamino)-pentanoic acid [5-(5-methoxy-1,5-dimethyl-hexyl)-thiazol-2-yl]-amide), OC(CCCC(C)C1=CN=C(S1)NC([C@H](CCC)NC1CC2=CC=CC=C2CC1)=O)(C)C (2-(S)-(1,2,3,4-tetrahydro-naphthalen-2-ylamino)-pentanoic acid [5-(5-hydroxy-1,5-dimethyl-hexyl)-thiazol-2-yl]-amide), 458.4. RXN SMILES: Cl.[CH3:2][O:3][C:4]([CH3:24])([CH3:23])[CH2:5][CH2:6][CH2:7][CH:8]([C:10]1[S:14][C:13]([NH:15][C:16](=[O:22])[C@@H:17]([NH2:21])[CH2:18][CH2:19][CH3:20])=[N:12][CH:11]=1)[CH3:9].[CH2:25]1[C:34]2[C:29](=[CH:30][CH:31]=[CH:32][CH:33]=2)[CH2:28][CH2:27][C:26]1=O.C(O[BH-](OC(=O)C)OC(=O)C)(=O)C.[Na+]>ClC(Cl)C>[CH3:2][O:3][C:4]([CH3:24])([CH3:23])[CH2:5][CH2:6][CH2:7][CH:8]([C:10]1[S:14][C:13]([NH:15][C:16](=[O:22])[C@@H:17]([NH:21][CH:31]2[CH2:32][CH2:33][C:34]3[C:29](=[CH:28][CH:27]=[CH:26][CH:25]=3)[CH2:30]2)[CH2:18][CH2:19][CH3:20])=[N:12][CH:11]=1)[CH3:9].[OH:3][C:4]([CH3:24])([CH3:23])[CH2:5][CH2:6][CH2:7][CH:8]([C:10]1[S:14][C:13]([NH:15][C:16](=[O:22])[C@@H:17]([NH:21][CH:31]2[CH2:32][CH2:33][C:34]3[C:29](=[CH:28][CH:27]=[CH:26][CH:25]=3)[CH2:30]2)[CH2:18][CH2:19][CH3:20])=[N:12][CH:11]=1)[CH3:9] |f:0.1,3.4|. Procedure details: A mixture of 2-(S)-amino-pentanoic acid [5-(5-methoxy-1,5-dimethyl-hexyl)-thiazol-2-yl]-amide HCl salt (600 mg, 1.59 mmol) and 2-tetralone (253 mg, 2.07 mmol) in dichloroethane was stirred at room temperature overnight. Sodium triacetoxyborohydride (530 mg, 2.5 mmol) was added and the mixture was stirred at room temperature overnight. The mixture was quenched with water, adjusted pH to around 10 and extracted with methylene chloride. The organic layer was concentrated to dryness. The residue was... The reactants are FC(C1(CC1)C(=O)O)(F)F (1-(trifluoromethyl)-1-cyclopropanecarboxylic acid), C(C)(=O)O.NC(C=1C=CC(=NC1)C1=CC=C(OCC(C(=O)OC)(C)C)C=C1)=N (methyl 3-(4-{5-[amino(imino)methyl]pyridin-2-yl}phenoxy)-2,2-dimethylpropanoate acetate). The product is CC(C(=O)OC)(COC1=CC=C(C=C1)C1=NC=C(C=C1)C=1NC(=CN1)C1(CC1)C(F)(F)F)C (methyl 2,2-dimethyl-3-[4-(5-{5-[1-(trifluoromethyl)cyclopropyl]-1H-imidazol-2-yl}pyridin-2-yl)phenoxy)propanoate). Isolated yield 81.7%. Reaction SMILES: [F:1][C:2]([F:10])([F:9])[C:3]1([C:6](O)=O)[CH2:5][CH2:4]1.[C:11](O)(=O)C.[NH2:15][C:16](=[NH:38])[C:17]1[CH:18]=[CH:19][C:20]([C:23]2[CH:37]=[CH:36][C:26]([O:27][CH2:28][C:29]([CH3:35])([CH3:34])[C:30]([O:32][CH3:33])=[O:31])=[CH:25][CH:24]=2)=[N:21][CH:22]=1>>[CH3:35][C:29]([CH3:34])([CH2:28][O:27][C:26]1[CH:25]=[CH:24][C:23]([C:20]2[CH:19]=[CH:18][C:17]([C:16]3[NH:15][C:6]([C:3]4([C:2]([F:10])([F:9])[F:1])[CH2:5][CH2:4]4)=[CH:11][N:38]=3)=[CH:22][N:21]=2)=[CH:37][CH:36]=1)[C:30]([O:32][CH3:33])=[O:31] |f:1.2|. Procedure: By using 1-(trifluoromethyl)-1-cyclopropanecarboxylic acid (300 mg), and methyl 3-(4-{5-[amino(imino)methyl]pyridin-2-yl}phenoxy)-2,2-dimethylpropanoate acetate (453 mg), the procedure was carried out in the same manner as in Example 2-1) to obtain methyl 2,2-dimethyl-3-[4-(5-{5-[1-(trifluoromethyl)cyclopropyl]-1H-imidazol-2-yl}pyridin-2-yl)phenoxy)propanoate (439 mg). Reactants: COC(=O)c1cc(C)cc(OC)c1, C[Si](C)(C)[N-][Si](C)(C)C, [Cl-], Cc1ccc(Cl)nc1, [Li+], [NH4+], C1CCOC1. Reaction SMILES: [CH3:1][O:2][c:3]1[cH:4][c:5]([C:6]([O:8][CH3:7])=[O:9])[cH:10][c:11]([CH3:13])[cH:12]1.[CH3:22][Si:23]([CH3:24])([CH3:25])[N-:26][Si:27]([CH3:28])([CH3:29])[CH3:30].[Cl-:32].[Cl:14][c:15]1[n:16][cH:17][c:18]([CH3:21])[cH:19][cH:20]1.[Li+:31].[NH4+:33].[O:34]1[CH2:35][CH2:36][CH2:37][CH2:38]1>>[CH3:1][O:2][c:3]1[cH:4][c:5]([C:6](=[O:8])[CH2:21][c:18]2[cH:17][n:16][c:15]([Cl:14])[cH:20][cH:19]2)[cH:10][c:11]([CH3:13])[cH:12]1. Product: COc1cc(C)cc(C(=O)Cc2ccc(Cl)nc2)c1.